Dataset: the Open Reaction Database (ORD), a public repository of structured organic reaction records. Task: describe an organic reaction: reactants, conditions, products, and yield Starting materials: ClC1=CC=C(C=C1)F (1-chloro-4-fluorbenzene), O1CCOCC1 (1, 4-dioxane), C(C)(C)(C)P(C1=C(C=CC=C1)C1=CC=CC=C1)C(C)(C)C (2-(di-t-butylphosphino)biphenyl), 1, 3-cyclopentanedione, [O-]P(=O)([O-])[O-].[K+].[K+].[K+] (K3PO4). The reagents and catalysts are CC(=O)[O-].CC(=O)[O-].[Pd+2] (Pd(OAc)2). Run at time 2.5 hour. Product: FC1=CC=C(C=C1)C1C(CCC1=O)=O (2-(4-fluoro-phenyl)-1,3-cyclopentanedione). RXN SMILES: [C:1](P(C(C)(C)C)C1C=CC=CC=1C1C=CC=CC=1)([CH3:4])(C)[CH3:2].[O-:22]P([O-])([O-])=O.[K+].[K+].[K+].Cl[C:31]1[CH:36]=[CH:35][C:34]([F:37])=[CH:33][CH:32]=1.[O:38]1[CH2:43][CH2:42]OCC1>CC([O-])=O.CC([O-])=O.[Pd+2]>[F:37][C:34]1[CH:35]=[CH:36][C:31]([CH:42]2[C:43](=[O:38])[CH2:4][CH2:1][C:2]2=[O:22])=[CH:32][CH:33]=1 |f:1.2.3.4,7.8.9|. Reported procedure: The title compound was prepared as described in U.S. Pat. No. 5,750,549 or was obtained from its ½ TEA salt as described in U.S. Pat. No. 6,479,518 and J. Org. Chem., 67, 5993-6000 (2002). In the latter case, the ½ TEA salt was suspended in water, the water was acidified with 2N HCl until the pH was less than 2, and the mixture was extracted twice with ethyl acetate. The ethyl acetate layers were each successively washed with brine, combined, and dried over sodium sulfate. Removal of solvent in ... Reactants: CCOC(=O)CC(=O)OCC, C1CCNCC1, CN(C)c1ccc(C=O)c([N+](=O)[O-])c1, CC(=O)O, Cc1ccccc1, [GeH4]. Yields the product CCOC(=O)C(=Cc1ccc(N(C)C)cc1[N+](=O)[O-])C(=O)OCC. Reaction SMILES: [C:16]([CH2:17][C:18](=[O:19])[O:20][CH2:21][CH3:22])(=[O:23])[O:24][CH2:25][CH3:26].[CH2:27]1[CH2:28][CH2:29][NH:30][CH2:31][CH2:32]1.[CH3:1][N:2]([c:3]1[cH:4][c:5]([N+:11](=[O:12])[O-:13])[c:6]([CH:7]=[O:8])[cH:9][cH:10]1)[CH3:14].[CH3:33][C:34](=[O:35])[OH:36].[CH3:37][c:38]1[cH:39][cH:40][cH:41][cH:42][cH:43]1.[GeH4:15]>>[CH3:1][N:2]([c:3]1[cH:4][c:5]([N+:11](=[O:12])[O-:13])[c:6]([CH:7]=[C:17]([C:16](=[O:23])[O:24][CH2:25][CH3:26])[C:18](=[O:19])[O:20][CH2:21][CH3:22])[cH:9][cH:10]1)[CH3:14].